Dataset: the Open Reaction Database (ORD), a public repository of structured organic reaction records. Task: describe an organic reaction: reactants, conditions, products, and yield Starting materials: O=C([O-])[O-], CS(=O)(=O)O, CN(C)C=O, SCc1ccc(Cl)cc1, Clc1ccc(C2(Cn3cncn3)CO2)c(Cl)c1, [K+], [K+], O. The product is OC(CSCc1ccc(Cl)cc1)(Cn1cncn1)c1ccc(Cl)cc1Cl. Reaction SMILES: [C:32](=[O:33])([O-:34])[O-:35].[CH3:1][S:2]([OH:3])(=[O:4])=[O:5].[CH3:38][N:39]([CH3:40])[CH:41]=[O:42].[Cl:23][c:24]1[cH:25][cH:26][c:27]([CH2:28][SH:29])[cH:30][cH:31]1.[Cl:6][c:7]1[c:8]([C:14]2([CH2:17][n:18]3[n:19][cH:20][n:21][cH:22]3)[O:15][CH2:16]2)[cH:9][cH:10][c:11]([Cl:13])[cH:12]1.[K+:36].[K+:37].[OH2:43]>>[Cl:6][c:7]1[c:8]([C:14]([OH:15])([CH2:16][S:29][CH2:28][c:27]2[cH:26][cH:25][c:24]([Cl:23])[cH:31][cH:30]2)[CH2:17][n:18]2[n:19][cH:20][n:21][cH:22]2)[cH:9][cH:10][c:11]([Cl:13])[cH:12]1. Reactants: Cl.CC1CNCCC1C(=O)O (3-methylpiperidine-4-carboxylic acid hydrochloride), O=S(Cl)Cl (SOCl2), CCO (EtOH). Product: Cl.CC1CNCCC1C(=O)OCC (ethyl 3-methylpiperidine-4-carboxylate hydrochloride). Reaction SMILES: Cl.[CH3:2][CH:3]1[CH:8]([C:9]([OH:11])=[O:10])[CH2:7][CH2:6][NH:5][CH2:4]1.O=S(Cl)[Cl:14].[CH3:16][CH2:17]O>>[ClH:14].[CH3:2][CH:3]1[CH:8]([C:9]([O:11][CH2:16][CH3:17])=[O:10])[CH2:7][CH2:6][NH:5][CH2:4]1 |f:0.1,4.5|. Reported procedure: The mixture of 3-methylpiperidine-4-carboxylic acid hydrochloride (3.3 g, 18.4 mmol, 1.0 eq) and SOCl2 (6.6 g, 55.3 mmol, 3.0 equiv) in EtOH (30 mL) was stirred at reflux for 3 h, and then the reaction mixture was concentrated by vacuum to give compound ethyl 3-methylpiperidine-4-carboxylate hydrochloride as a yellow oil which was used for next step. ESI-MS (M+H)+: 172.2. Reactants: O=C([O-])[O-], C=CCBr, CC1=C(c2ccccc2)C(=O)N(C(C)(C)C(=O)O)C1, CC#N, [K+], [K+]. Product: C=CCOC(=O)C(C)(C)N1CC(C)=C(c2ccccc2)C1=O. RXN SMILES: [C:20](=[O:21])([O-:22])[O-:23].[CH2:26]([CH:27]=[CH2:28])[Br:29].[CH3:1][C:2]1=[C:3]([c:14]2[cH:15][cH:16][cH:17][cH:18][cH:19]2)[C:4](=[O:13])[N:5]([C:7]([C:8](=[O:9])[OH:10])([CH3:11])[CH3:12])[CH2:6]1.[CH3:30][C:31]#[N:32].[K+:24].[K+:25]>>[CH3:1][C:2]1=[C:3]([c:14]2[cH:15][cH:16][cH:17][cH:18][cH:19]2)[C:4](=[O:13])[N:5]([C:7]([C:8](=[O:9])[O:10][CH2:28][CH:27]=[CH2:26])([CH3:11])[CH3:12])[CH2:6]1. Reactants: intermediate 40B, C(C)(C)(C)OC(CCNC1=CC(=C(C=C1)C(F)(F)F)Cl)=O (3-(3-chloro-4-trifluoromethyl-phenylamino)-propionic acid tert-butyl ester), BrCC(=O)OC (methyl bromoacetate). The product is C(C)(C)(C)OC(CCN(CC(=O)OC)C1=CC(=C(C=C1)C(F)(F)F)Cl)=O (3-[(3-Chloro-4-trifluoromethyl-phenyl)-methoxycarbonylmethyl-amino]-propionic acid tert-butyl ester). The yield is 34.0%. Reaction SMILES: [C:1]([O:5][C:6](=[O:21])[CH2:7][CH2:8][NH:9][C:10]1[CH:15]=[CH:14][C:13]([C:16]([F:19])([F:18])[F:17])=[C:12]([Cl:20])[CH:11]=1)([CH3:4])([CH3:3])[CH3:2].Br[CH2:23][C:24]([O:26][CH3:27])=[O:25]>>[C:1]([O:5][C:6](=[O:21])[CH2:7][CH2:8][N:9]([C:10]1[CH:15]=[CH:14][C:13]([C:16]([F:18])([F:19])[F:17])=[C:12]([Cl:20])[CH:11]=1)[CH2:23][C:24]([O:26][CH3:27])=[O:25])([CH3:4])([CH3:2])[CH3:3]. Reported procedure: In analogy to the procedure described for intermediate 40B, 3-(3-chloro-4-trifluoromethyl-phenylamino)-propionic acid tert-butyl ester and methyl bromoacetate gave the title compound in 34% yield as yellow oil. MS: 396.12 (MH+, Cl). The reactants are CC(=O)O, C=O, COC(=O)C=Cc1ccc2c(c1)C(=O)CC1(CCN(C(=O)OC(C)(C)C)CC1)O2, CO, C1COCCO1, c1ccc2[nH]ccc2c1. Yields the product COC(=O)C=Cc1ccc2c(c1)C(=O)CC1(CCN(Cc3c[nH]c4ccccc34)CC1)O2. As a reaction SMILES: [C:30]([OH:31])(=[O:32])[CH3:33].[CH2:34]=[O:35].[CH3:1][O:2][C:3]([CH:4]=[CH:5][c:6]1[cH:7][c:8]2[c:13]([cH:14][cH:15]1)[O:12][C:11]1([CH2:10][C:9]2=[O:28])[CH2:16][CH2:17][N:18]([C:21]([O:22][C:23]([CH3:24])([CH3:25])[CH3:26])=[O:27])[CH2:19][CH2:20]1)=[O:29].[CH3:45][OH:46].[O:47]1[CH2:48][CH2:49][O:50][CH2:51][CH2:52]1.[nH:36]1[cH:37][cH:38][c:39]2[cH:40][cH:41][cH:42][cH:43][c:44]12>>[CH3:1][O:2][C:3]([CH:4]=[CH:5][c:6]1[cH:7][c:8]2[c:13]([cH:14][cH:15]1)[O:12][C:11]1([CH2:10][C:9]2=[O:28])[CH2:16][CH2:17][N:18]([CH2:21][c:38]2[cH:37][nH:36][c:44]3[c:39]2[cH:40][cH:41][cH:42][cH:43]3)[CH2:19][CH2:20]1)=[O:29]. Reactants: N#Cc1ccc2c(c1)cc(C(=O)O)n2Cc1cccc(OC(F)(F)F)c1, CC(O)CCN. Product: CC(O)CCNC(=O)c1cc2cc(C#N)ccc2n1Cc1cccc(OC(F)(F)F)c1. RXN SMILES: [C:1](#[N:2])[c:3]1[cH:4][c:5]2[cH:6][c:7]([C:24](=[O:25])[OH:26])[n:8]([CH2:12][c:13]3[cH:14][c:15]([O:19][C:20]([F:21])([F:22])[F:23])[cH:16][cH:17][cH:18]3)[c:9]2[cH:10][cH:11]1.[NH2:27][CH2:28][CH2:29][CH:30]([CH3:31])[OH:32]>>[C:1](#[N:2])[c:3]1[cH:4][c:5]2[cH:6][c:7]([C:24](=[O:26])[NH:27][CH2:28][CH2:29][CH:30]([CH3:31])[OH:32])[n:8]([CH2:12][c:13]3[cH:14][c:15]([O:19][C:20]([F:21])([F:22])[F:23])[cH:16][cH:17][cH:18]3)[c:9]2[cH:10][cH:11]1. The reactants are terephthalaldehyde monodimethyl acetal, O=C1C2C3CCCC3C(C1)C2 (8-ketotricyclo[5.2.1.02,6 ]decane), C[O-].[Na+] (sodium methoxide), solution, O (water). The solvent is C1CCCCC1 (cyclohexane). Reaction conditions: temperature 50 celsius, time 30 minute. The product is C(=O)C1=CC=C(C=C2C(C3C4CCCC4C2C3)=O)C=C1 (9-(4-Formylbenzylidene)-8-ketotricyclo[5.2.1.02,6 ]decane). Reaction SMILES: [O:1]=[C:2]1[CH2:10][CH:9]2[CH2:11][CH:3]1[CH:4]1[CH:8]2[CH2:7][CH2:6][CH2:5]1.[CH3:12][O-:13].[Na+].O>C1CCCCC1>[CH:12]([C:9]1[CH:8]=[CH:4][C:3]([CH:11]=[C:10]2[CH:9]3[CH2:11][CH:3]([CH:4]4[CH:8]3[CH2:7][CH2:6][CH2:5]4)[C:2]2=[O:1])=[CH:2][CH:10]=1)=[O:13] |f:1.2|. Procedure details: A suspension of 40 mmol (6.3 g) of 8-ketotricyclo[5.2.1.02,6 ]decane and 60 mmol of sodium methoxide (11 g of a 30% solution) in 50 ml of cyclohexane are stirred at 50° C. for 30 minutes. 50 mmol (9.0 g) of terephthalaldehyde monodimethyl acetal are then added dropwise and the mixture is refluxed for 1 hour. It is then cooled to room temperature and 100 ml of water are added. The reactants are Fc1cccc(CNCCBr)c1, Cc1ccccc1, [Na], Oc1cccc(-c2noc3ccsc23)c1. Yields the product Fc1cccc(CNCCOc2cccc(-c3noc4ccsc34)c2)c1. Reaction SMILES: [Br:17][CH2:18][CH2:19][NH:20][CH2:21][c:22]1[cH:23][c:24]([F:28])[cH:25][cH:26][cH:27]1.[CH3:29][c:30]1[cH:31][cH:32][cH:33][cH:34][cH:35]1.[Na:1].[o:2]1[n:3][c:4](-[c:10]2[cH:11][c:12]([OH:16])[cH:13][cH:14][cH:15]2)[c:5]2[c:6]1[cH:7][cH:8][s:9]2>>[o:2]1[n:3][c:4](-[c:10]2[cH:11][c:12]([O:16][CH2:18][CH2:19][NH:20][CH2:21][c:22]3[cH:23][c:24]([F:28])[cH:25][cH:26][cH:27]3)[cH:13][cH:14][cH:15]2)[c:5]2[c:6]1[cH:7][cH:8][s:9]2.